The task is: describe an organic reaction: reactants, conditions, products, and yield. This data is from the Open Reaction Database (ORD), a public repository of structured organic reaction records. Starting materials: O=c1[nH]cccc1C(F)(F)F, [Na+], [OH-], O, O=[N+]([O-])O, O=S(=O)(O)O. Yields the product O=c1[nH]cc([N+](=O)[O-])cc1C(F)(F)F. Reaction SMILES: [F:1][C:2]([c:3]1[c:4](=[O:9])[nH:5][cH:6][cH:7][cH:8]1)([F:10])[F:11].[Na+:23].[OH-:22].[OH2:21].[OH:17][N+:18]([O-:19])=[O:20].[S:12](=[O:13])(=[O:14])([OH:15])[OH:16]>>[F:1][C:2]([c:3]1[c:4](=[O:9])[nH:5][cH:6][c:7]([N+:18](=[O:17])[O-:19])[cH:8]1)([F:10])[F:11]. Reaction SMILES: [CH3:30][OH:31].[NH2:28][NH2:29].[O:1]=[C:2]1[N:3]([CH2:12][c:13]2[c:14]([CH2:19][NH:20][C:21]([O:22][C:23]([CH3:24])([CH3:25])[CH3:26])=[O:27])[n:15][cH:16][cH:17][cH:18]2)[C:10](=[O:11])[c:5]2[c:4]1[cH:9][cH:8][cH:7][cH:6]2>>[NH2:3][CH2:12][c:13]1[c:14]([CH2:19][NH:20][C:21]([O:22][C:23]([CH3:24])([CH3:25])[CH3:26])=[O:27])[n:15][cH:16][cH:17][cH:18]1. The reactants are CO, NN, CC(C)(C)OC(=O)NCc1ncccc1CN1C(=O)c2ccccc2C1=O. Product: CC(C)(C)OC(=O)NCc1ncccc1CN. Reactants: anhydride, ClC1=C(C(=O)OC)C=C(C=C1)N (methyl 2-chloro-5-aminobenzoate), C(C)(=O)O (acetic acid). Product: COC(=O)C=1C=C(C=CC1Cl)N1C(C2=C(C1=O)CCCC2)=O (N-[3-methoxycarbonyl-4-chlorophenyl]-3,4,5,6-tetrahydrophthalimide). Reaction SMILES: [Cl:1][C:2]1[CH:11]=[CH:10][C:9]([NH2:12])=[CH:8][C:3]=1[C:4]([O:6][CH3:7])=[O:5].[C:13]([OH:16])(=O)[CH3:14]>>[CH3:7][O:6][C:4]([C:3]1[CH:8]=[C:9]([N:12]2[C:13](=[O:16])[C:14]3[CH2:9][CH2:10][CH2:11][CH2:2][C:3]=3[C:4]2=[O:5])[CH:10]=[CH:11][C:2]=1[Cl:1])=[O:5]. Reported procedure: A solution of 9.1 g (0.06 mole) of 3,4,5,6-tetrahydrophilic anhydride and 11.1 g (0.06 mole) of methyl 2-chloro-5-aminobenzoate dissolved in glacial acetic acid (30 ml.) is vigorously refluxed for one hour. The reaction mixture is cooled to room temperature and the crude product is collected by filtration, washed with water and then dried to afford 14.9 g of N-[3-methoxycarbonyl-4-chlorophenyl]-3,4,5,6-tetrahydrophthalimide m.p. 113°-115° C. Product: C(C1=CC=CC=C1)(=O)C1C(C(CC(C1=O)C)(C)C)=O (1-benzoyl-3,3,5-trimethylcyclohexan-2,6-dione). The solvent is C(C)OCC (diethylether), CN(P(=O)(N(C)C)N(C)C)C (hexamethylphosphoramide). Procedure details: Compounds of formula (V) can be prepared according to a first representative procedure, as follows: 4,4-dimethylcyclohexane-1,3-dione 7 (1 mole eq) (commercially available) is dissolved in anhydrous diethylether and hexamethylphosphoramide (solvent ratio, 20:1 respectively) under an atmosphere of nitrogen. The mixture is cooled to 0° C. and lithium diisopropylamide (2.1 mole eq) is added dropwise over 40 mins. The mixture is then stirred for a further 10 mins before the addition of methyl iodide... Starting materials: CC1(C(CC(CC1)=O)=O)C (4,4-dimethylcyclohexane-1,3-dione), ( V ), CI (methyl iodide), C(C1=CC=CC=C1)(=O)C#N (benzoyl cyanide), C(C)(C)[N-]C(C)C.[Li+] (lithium diisopropylamide). Conditions: temperature 0 celsius, time 12 hour. As a reaction SMILES: [CH3:1][C:2]1([CH3:10])[CH2:7][CH2:6][C:5](=[O:8])[CH2:4][C:3]1=[O:9].[CH:11]([N-]C(C)C)(C)C.[Li+].CI.[C:21](C#N)(=[O:28])[C:22]1[CH:27]=[CH:26][CH:25]=[CH:24][CH:23]=1>C(OCC)C.CN(C)P(N(C)C)(N(C)C)=O>[C:21]([CH:4]1[C:5](=[O:8])[CH:6]([CH3:11])[CH2:7][C:2]([CH3:10])([CH3:1])[C:3]1=[O:9])(=[O:28])[C:22]1[CH:27]=[CH:26][CH:25]=[CH:24][CH:23]=1 |f:1.2|. Reported procedure: To a stirred suspension of 2-(methylaminomethyl)quinoxaline (1.10 g, 6.35 mmol) and potassium carbonate (0.88 g, 6.35 mmol) in 2:1 acetonitrile/ethanol (40 mL) was added 3-iodopropyl-4-nitrophenyl ether (1.95 g, 6.35 mmol). The resulting mixture was heated at 85° C. overnight, concentrated, and partitioned between ethyl acetate and 10% aqueous potassium carbonate. The organic phase was dried (MgSO4), decolorized (charcoal), and concentrated to afford 1.86 g (83%) of product as a yellow semi-soli... Isolated yield 83.0%. Reaction SMILES: CNC[C:4]1[CH:13]=[N:12][C:11]2[C:6](=[CH:7][CH:8]=[CH:9][CH:10]=2)[N:5]=1.[C:14](=[O:17])([O-])[O-].[K+].[K+].ICCC[C:24]1[CH:29]=[C:28]([N+:30]([O-:32])=[O:31])[CH:27]=[CH:26][C:25]=1[O:33][C:34]1C=CC([N+]([O-])=O)=[CH:36][C:35]=1CCCI.[C:47](#[N:49])C.C(O)C>>[N+:30]([C:28]1[CH:29]=[CH:24][C:25]([O:33][CH2:34][CH2:35][CH2:36][O:17][CH2:14][NH:49][CH2:47][N:12]2[C:11]3[C:6](=[CH:7][CH:8]=[CH:9][CH:10]=3)[N:5]=[CH:4][CH2:13]2)=[CH:26][CH:27]=1)([O-:32])=[O:31] |f:1.2.3,5.6|. The reactants are CNCC1=NC2=CC=CC=C2N=C1 (2-(methylaminomethyl)quinoxaline), C([O-])([O-])=O.[K+].[K+] (potassium carbonate), C(C)#N.C(C)O (acetonitrile ethanol), ICCCC1=C(C=CC(=C1)[N+](=O)[O-])OC1=C(C=C(C=C1)[N+](=O)[O-])CCCI (3-iodopropyl-4-nitrophenyl ether). Run at temperature 85 celsius. Product: [N+](=O)([O-])C1=CC=C(OCCCOCNCN2CC=NC3=CC=CC=C23)C=C1 (N-[(4-Nitrophenoxy)propoxy[methyl]]aminomethylquinoxaline). The reactants are [BH4-].[Na+] (sodium borohydride), C(C1=CC=CC=C1)NC1CC(C2=C(CC1)C=CC(=C2)[N+](=O)[O-])=O (7-benzylamino-3-nitro-6,7,8,9-tetrahydro-5H-benzocyclohepten-5-one). Reaction conditions: time 4 hour. Yields the product C(C1=CC=CC=C1)NC1CC(C2=C(CC1)C=CC(=C2)[N+](=O)[O-])O (7-benzylamino-3-nitro-6,7,8,9-tetrahydro-5H-benzocyclohepten-5-ol). Isolated yield 29.1%. As a reaction SMILES: [BH4-].[Na+].[CH2:3]([NH:10][CH:11]1[CH2:17][CH2:16][C:15]2[CH:18]=[CH:19][C:20]([N+:22]([O-:24])=[O:23])=[CH:21][C:14]=2[C:13](=[O:25])[CH2:12]1)[C:4]1[CH:9]=[CH:8][CH:7]=[CH:6][CH:5]=1>>[CH2:3]([NH:10][CH:11]1[CH2:17][CH2:16][C:15]2[CH:18]=[CH:19][C:20]([N+:22]([O-:24])=[O:23])=[CH:21][C:14]=2[CH:13]([OH:25])[CH2:12]1)[C:4]1[CH:5]=[CH:6][CH:7]=[CH:8][CH:9]=1 |f:0.1|. Procedure: An aqueous solution (92 ml) of sodium borohydride (18.29 g) was added dropwise to a stirred solution of 7-benzylamino-3-nitro-6,7,8,9-tetrahydro-5H-benzocyclohepten-5-one (25.01 g) at ambient temperature over 20 minutes. The resulting mixture was stirred for 4 hours and allowed to stand overnight at the same temperature and evaporated in vacuo. The residue was diluted with water and extracted twice with dichloromethane. The combined extracts were washed with brine, dried over sodium sulfate, tre... The reactants are CS(=O)(=O)Cl (methanesulfonyl chloride), N1(CCNCC1)C1=CC=C(C=C1)NC(=O)N1CC2=CC=CC=C2C1 (N-(4-(piperazin-1-yl)phenyl)isoindoline-2-carboxamide), NC=1C=C2CN(CC2=CC1)C(=O)NC1=CC=C(C=C1)C(NCCC)=O (5-amino-N-(4-(propylcarbamoyl)phenyl)isoindoline-2-carboxamide). Yields the product C(C)(C)S(=O)(=O)N1CCN(CC1)C1=CC=C(C=C1)NC(=O)N1CC2=CC=CC=C2C1 (N-{4-[4-(isopropylsulfonyl)piperazin-1-yl]phenyl}-1,3-dihydro-2H-isoindole-2-carboxamide). RXN SMILES: C[S:2](Cl)(=[O:4])=[O:3].[N:6]1([C:12]2[CH:17]=[CH:16][C:15]([NH:18][C:19]([N:21]3[CH2:29][C:28]4[C:23](=[CH:24][CH:25]=[CH:26][CH:27]=4)[CH2:22]3)=[O:20])=[CH:14][CH:13]=2)[CH2:11][CH2:10][NH:9][CH2:8][CH2:7]1.N[C:31]1C=C2C(=[CH:38][CH:39]=1)CN(C(NC1C=CC(C(=O)NCCC)=CC=1)=O)C2>>[CH:39]([S:2]([N:9]1[CH2:10][CH2:11][N:6]([C:12]2[CH:17]=[CH:16][C:15]([NH:18][C:19]([N:21]3[CH2:29][C:28]4[C:23](=[CH:24][CH:25]=[CH:26][CH:27]=4)[CH2:22]3)=[O:20])=[CH:14][CH:13]=2)[CH2:7][CH2:8]1)(=[O:4])=[O:3])([CH3:38])[CH3:31]. Reported procedure: The title compound was prepared as described in Example 283, substituting isopropylsulfonyl chloride for methanesulfonyl chloride and N-(4-(piperazin-1-yl)phenyl)isoindoline-2-carboxamide for 5-amino-N-(4-(propylcarbamoyl)phenyl)isoindoline-2-carboxamide. 1H NMR (300 MHz, DMSO-d6) δ ppm 8.16 (s, 1H), 7.39-7.45 (m, 2H), 7.27-7.38 (m, 4H), 6.88-6.92 (m, 2H), 4.74 (s, 4H), 3.07-3.12 (m, 4H), 1.25 (d, J=6.8 Hz, 6H); MS (ESI(+)) m/e 429 (M+H)+.